This data is from the Open Reaction Database (ORD), a public repository of structured organic reaction records. The task is: describe an organic reaction: reactants, conditions, products, and yield The reactants are COC(=O)[C@@H]1C[C@@H](C1)N1C(=C(C2=C1N=CN=C2N)C2=CC(=CC=C2)OCC2=CC=CC=C2)CC (cis-3-[4-amino-5-(3-benzyloxy-phenyl)-6-ethyl-pyrrolo[2,3-d]pyrimidin-7-yl]-cyclobutanecarboxylic acid methyl ester), ( 2H ), ( 1H ), ( 3H ), ( 2H ), ( 2H ), ( 1H ), ( 1H ), ( 1H ), [H-].[Al+3].[Li+].[H-].[H-].[H-] (lithium aluminiumhydride), ( 6H ), ( 2H ), ( 2H ), ( 1H ), ( 1H ). Solvent: C1CCOC1 (THF). Yields the product NC=1C2=C(N=CN1)N(C(=C2C2=CC(=CC=C2)OCC2=CC=CC=C2)CC)[C@H]2C[C@H](C2)CO (cis-{3-[4-Amino-5-(3-benzyloxy-phenyl)-6-ethyl-pyrrolo[2,3-d]pyrimidin-7-yl]-cyclobutyl}methanol). As a reaction SMILES: C[O:2][C:3]([C@H:5]1[CH2:8][C@@H:7]([N:9]2[C:13]3[N:14]=[CH:15][N:16]=[C:17]([NH2:18])[C:12]=3[C:11]([C:19]3[CH:24]=[CH:23][CH:22]=[C:21]([O:25][CH2:26][C:27]4[CH:32]=[CH:31][CH:30]=[CH:29][CH:28]=4)[CH:20]=3)=[C:10]2[CH2:33][CH3:34])[CH2:6]1)=O.[H-].[Al+3].[Li+].[H-].[H-].[H-]>C1COCC1>[NH2:18][C:17]1[C:12]2[C:11]([C:19]3[CH:24]=[CH:23][CH:22]=[C:21]([O:25][CH2:26][C:27]4[CH:32]=[CH:31][CH:30]=[CH:29][CH:28]=4)[CH:20]=3)=[C:10]([CH2:33][CH3:34])[N:9]([C@@H:7]3[CH2:6][C@H:5]([CH2:3][OH:2])[CH2:8]3)[C:13]=2[N:14]=[CH:15][N:16]=1 |f:1.2.3.4.5.6|. Reported procedure: In analogy to Example 105, 0.73 g (1.56 mmol) cis-3-[4-amino-5-(3-benzyloxy-phenyl)-6-ethyl-pyrrolo[2,3-d]pyrimidin-7-yl]-cyclobutanecarboxylic acid methyl ester of Example 123 are reduced with 69 mg (1.73 mmol) lithium aluminiumhydride in THF. Reaction time: 18 h at 0-5° C. Analytical HPLC: tR=11.15 min (Grad 1); ES-MS: m/eo=429.1; NMR (DMSO-d6): 8.10/s (1H); 7.3-7.5/several m's (6H), 7.04/“d” (1H); 6.93/s (1H); 6.90/“d” (1H); 5.4-6.0/b (NH2); 5.15/s (2H); 4.75/m (1H); 4.63/“t” (OH); 3.60/t (2H... Starting materials: imine, CC(C1=CC=CC=C1)NC(CCC1=CC=C(C=C1)S(=O)(=O)N)C (N-(α-methylbenzyl)-1-methyl-3-(4-aminosulphonylphenyl)propylamine), amine, C(C(=O)O)(=O)O (oxalic acid), oxalates. Reagents/catalysts: [Ni] (Raney-nickel). Solvent: CO (methanol). The product is C(C(=O)O)(=O)O.C[C@@H](CCC1=CC=C(C=C1)S(=O)(=O)N)N ((S)-1-methyl-3-(4-aminosulphonylphenyl)propylamine oxalate). As a reaction SMILES: CC([NH:9][CH:10]([CH3:23])[CH2:11][CH2:12][C:13]1[CH:18]=[CH:17][C:16]([S:19]([NH2:22])(=[O:21])=[O:20])=[CH:15][CH:14]=1)C1C=CC=CC=1.[C:24]([OH:29])(=[O:28])[C:25]([OH:27])=[O:26]>CO.[Ni]>[C:24]([OH:29])(=[O:28])[C:25]([OH:27])=[O:26].[CH3:23][C@H:10]([NH2:9])[CH2:11][CH2:12][C:13]1[CH:14]=[CH:15][C:16]([S:19]([NH2:22])(=[O:20])=[O:21])=[CH:17][CH:18]=1 |f:4.5|. Procedure details: 4-(4-Aminosulphonylphenyl)butanone-2 was reacted with (S)-(-)-α-phenylethylamine and p-toluenesulphonic acid as the catalyst in toluene with separation of water to give the Schiff's base (S)-N-(α-methylbenzyl)-1-methyl-3-(4-aminosulphonylphenyl)propylimine. The imine was hydrogenated in methanol in the presence of Raney-nickel to give a mixture of the optical isomers of N-(α-methylbenzyl)-1-methyl-3-(4-aminosulphonylphenyl)propylamine. The amine was converted with oxalic acid into a mixture of t... Reactants: C(C)OC(COC1=CC2=C(N(C(O2)=O)CC(=O)N2CCN(CC2)C2=CC(=C(C=C2)Cl)OC)C=C1)=O ((3-{2-[4-(4-Chloro-3-methoxy-phenyl)-piperazin-1-yl]-2-oxo-ethyl}-2-oxo-2,3-dihydro-benzooxazol-6-yloxy)-acetic acid ethyl ester), Cl (HCl). The solvent is C1CCOC1 (THF), [OH-].[Na+] (NaOH). Run at time 2 hour. Yields the product ClC1=C(C=C(C=C1)N1CCN(CC1)C(CN1C(OC2=C1C=CC(=C2)OCC(=O)O)=O)=O)OC ((3-{2-[4-(4-Chloro-3-methoxy-phenyl)-piperazin-1-yl]-2-oxo-ethyl}-2-oxo-2,3-dihydro-benzooxazol-6-yloxy)-acetic acid). Reaction SMILES: C([O:3][C:4](=[O:35])[CH2:5][O:6][C:7]1[CH:34]=[CH:33][C:10]2[N:11]([CH2:15][C:16]([N:18]3[CH2:23][CH2:22][N:21]([C:24]4[CH:29]=[CH:28][C:27]([Cl:30])=[C:26]([O:31][CH3:32])[CH:25]=4)[CH2:20][CH2:19]3)=[O:17])[C:12](=[O:14])[O:13][C:9]=2[CH:8]=1)C.Cl>C1COCC1.[OH-].[Na+]>[Cl:30][C:27]1[CH:28]=[CH:29][C:24]([N:21]2[CH2:20][CH2:19][N:18]([C:16](=[O:17])[CH2:15][N:11]3[C:10]4[CH:33]=[CH:34][C:7]([O:6][CH2:5][C:4]([OH:35])=[O:3])=[CH:8][C:9]=4[O:13][C:12]3=[O:14])[CH2:23][CH2:22]2)=[CH:25][C:26]=1[O:31][CH3:32] |f:3.4|. Reported procedure: A mixture of (3-{2-[4-(4-chloro-3-methoxy-phenyl)-piperazin-1-yl]-2-oxo-ethyl}-2-oxo-2,3-dihydro-benzooxazol-6-yloxy)-acetic acid ethyl ester (45) in THF (3 ml) and NaOH (2N, 3 ml) was stirred at rt for 2 hours. The reaction mixture was neutralized with HCl (1 N), extracted with ethyl acetate, washed with water, and purified by flash chromatography to provide (3-{2-[4-(4-chloro-3-methoxy-phenyl)-piperazin-1-yl]-2-oxo-ethyl}-2-oxo-2,3-dihydro-benzooxazol-6-yloxy)-acetic acid (46): LCMS observed f...